Dataset: the Open Reaction Database (ORD), a public repository of structured organic reaction records. Task: describe an organic reaction: reactants, conditions, products, and yield Starting materials: [OH-].[Na+] (sodium hydroxide), [N+](=O)(O)[O-] (nitric acid), ice water, C1(CCCCC1)OC1=C(C=CC=C1)NS(=O)(=O)C (N-(2-cyclohexyloxyphenyl)methanesulfonamide). Run in C(C)(=O)O (acetic acid). Reaction conditions: temperature 110 celsius, time 1 hour. The product is C1(CCCCC1)OC1=C(C=CC(=C1)[N+](=O)[O-])NS(=O)(=O)C (N-(2-cyclohexyloxy-4-nitrophenyl)methanesulfonamide). The yield is 83.2%. Reaction SMILES: [CH:1]1([O:7][C:8]2[CH:13]=[CH:12][CH:11]=[CH:10][C:9]=2[NH:14][S:15]([CH3:18])(=[O:17])=[O:16])[CH2:6][CH2:5][CH2:4][CH2:3][CH2:2]1.[N+:19]([O-])([OH:21])=[O:20].[OH-].[Na+]>C(O)(=O)C>[CH:1]1([O:7][C:8]2[CH:13]=[C:12]([N+:19]([O-:21])=[O:20])[CH:11]=[CH:10][C:9]=2[NH:14][S:15]([CH3:18])(=[O:17])=[O:16])[CH2:2][CH2:3][CH2:4][CH2:5][CH2:6]1 |f:2.3|. Procedure details: To 20 ml of an acetic acid solution containing 3.4 g of N-(2-cyclohexyloxyphenyl)methanesulfonamide was added dropwise 1.5 g of 61% nitric acid on heating at 110° C. over a 30-minute period, and then the mixture was stirred for 1 hour. The reaction solution was poured into ice water and neutralized with a dilute aqueous sodium hydroxide solution. The crystals which formed were collected by filtration, washed with water and dried to give 4.5 g of the crude crystals, which were then recrystallized... The reactants are CCOCC, Clc1nc(Cl)c2occc2n1, NCC(F)(F)F, CN(C)C=O. Yields the product FC(F)(F)CNc1nc(Cl)nc2ccoc12. As a reaction SMILES: [CH3:23][CH2:24][O:25][CH2:26][CH3:27].[Cl:1][c:2]1[n:3][c:4]([Cl:11])[c:5]2[c:6]([n:7]1)[cH:8][cH:9][o:10]2.[F:17][C:18]([CH2:19][NH2:20])([F:21])[F:22].[O:12]=[CH:13][N:14]([CH3:15])[CH3:16]>>[Cl:1][c:2]1[n:3][c:4]([NH:20][CH2:19][C:18]([F:17])([F:21])[F:22])[c:5]2[c:6]([n:7]1)[cH:8][cH:9][o:10]2. The reactants are CC(=O)OC(C)=O, ClCCl, CC(C)c1cc(NC(=O)Nc2ccc(Oc3ccnc(N)c3)cc2F)n(-c2ccc3ncccc3c2)n1, c1ccncc1. The product is CC(=O)Nc1cc(Oc2ccc(NC(=O)Nc3cc(C(C)C)nn3-c3ccc4ncccc4c3)c(F)c2)ccn1. Reaction SMILES: [CH3:44][C:45](=[O:46])[O:47][C:48](=[O:49])[CH3:50].[Cl:51][CH2:52][Cl:53].[NH2:1][c:2]1[n:3][cH:4][cH:5][c:6]([O:8][c:9]2[cH:10][c:11]([F:37])[c:12]([NH:15][C:16](=[O:17])[NH:18][c:19]3[cH:20][c:21]([CH:34]([CH3:35])[CH3:36])[n:22][n:23]3-[c:24]3[cH:25][c:26]4[cH:27][cH:28][cH:29][n:30][c:31]4[cH:32][cH:33]3)[cH:13][cH:14]2)[cH:7]1.[cH:38]1[cH:39][cH:40][n:41][cH:42][cH:43]1>>[NH:1]([c:2]1[n:3][cH:4][cH:5][c:6]([O:8][c:9]2[cH:10][c:11]([F:37])[c:12]([NH:15][C:16](=[O:17])[NH:18][c:19]3[cH:20][c:21]([CH:34]([CH3:35])[CH3:36])[n:22][n:23]3-[c:24]3[cH:25][c:26]4[cH:27][cH:28][cH:29][n:30][c:31]4[cH:32][cH:33]3)[cH:13][cH:14]2)[cH:7]1)[C:45]([CH3:44])=[O:46]. Reactants: COC=1C=CC2=C(SC(=C2C(=O)C2=CC=C(C=C2)C#CCN2CCCCC2)C2=CC=C(C=C2)OC)C1 ([6-Methoxy-2-(4-methoxy-phenyl)-benzo[b]thiophen-3-yl]-[4-(3-piperidin-1-yl-prop-1-ynyl)-phenyl]-methanone), B(Br)(Br)Br (boron tribromide). Run in C(Cl)Cl (methylene chloride). Reaction conditions: temperature 0 celsius, time 30 minute. Product: OC=1C=CC2=C(SC(=C2C(=O)C2=CC=C(C=C2)C#CCN2CCCCC2)C2=CC=C(C=C2)O)C1 ([6-Hydroxy-2-(4-hydroxy-phenyl)-benzo[b]thiophen-3-yl]-[4-(3-piperidin-1-yl-prop-1-ynyl)-phenyl]-methanone). RXN SMILES: C[O:2][C:3]1[CH:4]=[CH:5][C:6]2[C:10]([C:11]([C:13]3[CH:18]=[CH:17][C:16]([C:19]#[C:20][CH2:21][N:22]4[CH2:27][CH2:26][CH2:25][CH2:24][CH2:23]4)=[CH:15][CH:14]=3)=[O:12])=[C:9]([C:28]3[CH:33]=[CH:32][C:31]([O:34]C)=[CH:30][CH:29]=3)[S:8][C:7]=2[CH:36]=1.B(Br)(Br)Br>C(Cl)Cl>[OH:2][C:3]1[CH:4]=[CH:5][C:6]2[C:10]([C:11]([C:13]3[CH:14]=[CH:15][C:16]([C:19]#[C:20][CH2:21][N:22]4[CH2:23][CH2:24][CH2:25][CH2:26][CH2:27]4)=[CH:17][CH:18]=3)=[O:12])=[C:9]([C:28]3[CH:29]=[CH:30][C:31]([OH:34])=[CH:32][CH:33]=3)[S:8][C:7]=2[CH:36]=1. Procedure details: The product from Step 4 (120 mg, 0.24 mmol) was dissolved in methylene chloride (0.5 mL), cooled to 0° C. and treated with boron tribromide (1.2 mL, 1 M, 1.2 mmol) and stirred for 30 minutes. The reaction was quenched with saturated sodium bicarbonate solution and extracted intochloroform. The combined organic layers was dried over anhydrous magnesium sulfate. After filtration, concentration and silica gel column chromatography with 2% methanol-methylene chloride as eluant the title compound (24...